Dataset: the Open Reaction Database (ORD), a public repository of structured organic reaction records. Task: describe an organic reaction: reactants, conditions, products, and yield Reactants: [BH4-], [BH3-]C#N, N#Cc1cc(F)cc(C(=O)CBr)c1, CO, [H][H], [Na+], [Na+], [Pd], [Pt]. Product: N#Cc1cc(F)cc(C(O)CBr)c1. RXN SMILES: [BH4-:14].[C:16]([BH3-:17])#[N:18].[C:1](#[N:2])[c:3]1[cH:4][c:5]([C:6]([CH2:7][Br:8])=[O:9])[cH:10][c:11]([F:13])[cH:12]1.[CH3:24][OH:25].[H:20][H:21].[Na+:15].[Na+:19].[Pd:23].[Pt:22]>>[C:1](#[N:2])[c:3]1[cH:4][c:5]([CH:6]([CH2:7][Br:8])[OH:9])[cH:10][c:11]([F:13])[cH:12]1. The reactants are CCO, CC(=O)O, Cl, O, [Zn], ON=C1c2cccc(-c3cnc4ccccc4c3)c2-n2cccc21. The product is CC(=O)O, NC1c2cccc(-c3cnc4ccccc4c3)c2-n2cccc21. As a reaction SMILES: [CH3:26][CH2:27][OH:28].[CH3:30][C:31](=[O:32])[OH:33].[ClH:1].[OH2:29].[Zn:34].[n:2]1[cH:3][c:4](-[c:12]2[cH:13][cH:14][cH:15][c:16]3[c:20]2-[n:19]2[c:18]([cH:23][cH:22][cH:21]2)[C:17]3=[N:24][OH:25])[cH:5][c:6]2[cH:7][cH:8][cH:9][cH:10][c:11]12>>[OH:25][C:27]([CH3:26])=[O:28].[n:2]1[cH:3][c:4](-[c:12]2[cH:13][cH:14][cH:15][c:16]3[c:20]2-[n:19]2[c:18]([cH:23][cH:22][cH:21]2)[CH:17]3[NH2:24])[cH:5][c:6]2[cH:7][cH:8][cH:9][cH:10][c:11]12. Reactants: Cl (HCl), C(C1=CC=CC=C1)[C@H]1CN(CCN1)C(=O)OC(C)(C)C (tert-butyl (3S)-3-benzyl-1-piperazinecarboxylate). Solvent: C(Cl)Cl (CH2Cl2). Conditions: time 16 hour. The product is C(C1=CC=CC=C1)[C@@H]1NCCNC1 ((2S)-2-benzylpiperazine). The yield is 141.8%. RXN SMILES: Cl.[CH2:2]([C@@H:9]1[NH:14][CH2:13][CH2:12][N:11](C(OC(C)(C)C)=O)[CH2:10]1)[C:3]1[CH:8]=[CH:7][CH:6]=[CH:5][CH:4]=1>C(Cl)Cl>[CH2:2]([C@H:9]1[CH2:10][NH:11][CH2:12][CH2:13][NH:14]1)[C:3]1[CH:8]=[CH:7][CH:6]=[CH:5][CH:4]=1. Procedure: HCl (4.0 M solution with 1,4-dioxane, 45 mL, 180 mmol) was added to a stirring solution of tert-butyl (3S)-3-benzyl-1-piperazinecarboxylate (5.0 g, 18 mmol, Waterstone Technology, Carmel, Ind.) and CH2Cl2 (36 mL) at room temperature. After 16 h, the reaction mixture was concentrated to give 4.5 g (2S)-2-benzylpiperazine (4.5 g) as its dihydrochloride salt. The material was used in the next step without purification. The reactants are C(C1=CC=CC=C1)NC(=O)[C@@H]1CO[C@@H](CN1C(=O)OC(C)(C)C)CCC1=C(C=CC=C1)NC([C@@H](NC(=O)OC)C(C1=CC=CC=C1)C1=CC=CC=C1)=O (Tert-butyl (2R,5S)-5-(benzylcarbamoyl)-2-[2-(2-{[N-(methoxycarbonyl)-β-phenyl-L-phenylalanyl]amino}phenyl)ethyl]morpholine-4-carboxylate), C(Cl)Cl.C(=O)(C(F)(F)F)O (CH2Cl2 TFA). Reaction conditions: time 1 hour. Product: C(C1=CC=CC=C1)NC(=O)[C@@H]1CO[C@@H](CN1)CCC1=C(C=CC=C1)NC([C@@H](NC(=O)OC)C(C1=CC=CC=C1)C1=CC=CC=C1)=O (N-(2-{2-[(2R,5S)-5-(benzylcarbamoyl)morpholin-2-yl]ethyl}phenyl)-Nα-(methoxycarbonyl)-β-phenyl-L-phenylalaninamide), C(=O)(C(F)(F)F)O (TFA). RXN SMILES: [CH2:1]([NH:8][C:9]([C@H:11]1[N:16](C(OC(C)(C)C)=O)[CH2:15][C@@H:14]([CH2:24][CH2:25][C:26]2[CH:31]=[CH:30][CH:29]=[CH:28][C:27]=2[NH:32][C:33](=[O:53])[C@H:34]([CH:40]([C:47]2[CH:52]=[CH:51][CH:50]=[CH:49][CH:48]=2)[C:41]2[CH:46]=[CH:45][CH:44]=[CH:43][CH:42]=2)[NH:35][C:36]([O:38][CH3:39])=[O:37])[O:13][CH2:12]1)=[O:10])[C:2]1[CH:7]=[CH:6][CH:5]=[CH:4][CH:3]=1.C(Cl)Cl.[C:57]([OH:63])([C:59]([F:62])([F:61])[F:60])=[O:58]>>[CH2:1]([NH:8][C:9]([C@H:11]1[NH:16][CH2:15][C@@H:14]([CH2:24][CH2:25][C:26]2[CH:31]=[CH:30][CH:29]=[CH:28][C:27]=2[NH:32][C:33](=[O:53])[C@H:34]([CH:40]([C:47]2[CH:52]=[CH:51][CH:50]=[CH:49][CH:48]=2)[C:41]2[CH:42]=[CH:43][CH:44]=[CH:45][CH:46]=2)[NH:35][C:36]([O:38][CH3:39])=[O:37])[O:13][CH2:12]1)=[O:10])[C:2]1[CH:3]=[CH:4][CH:5]=[CH:6][CH:7]=1.[C:57]([OH:63])([C:59]([F:62])([F:61])[F:60])=[O:58] |f:1.2|. Reported procedure: Tert-butyl (2R,5S)-5-(benzylcarbamoyl)-2-[2-(2-{[N-(methoxycarbonyl)-β-phenyl-L-phenylalanyl]amino}phenyl)ethyl]morpholine-4-carboxylate in a 1:1 mixture of CH2Cl2/TFA (0.1 M) was stirred at rt for 1 hr. The reaction mixture was concentrated under reduced pressure and the residue was co-evaporated twice with heptane and triturated in Et2O to afford the desired product as a TFA salt. Alternatively, the TFA salt, after concentration, could be neutralized with aqueous saturated NaHCO3, extracted wi... Reactants: BrC1=CC=C(C=C1)OCCCCCCCCCCC (1-Bromo-4-undecyloxybenzene), C(CCCCCCC)OC1=CC=C(C=C1)B(O)O (4-Octyloxyphenylboronic acid), C(CCC)[Li] (n-butyllithium), B(OC)(OC)OC (trimethyl borate). Solvent: C1CCOC1 (THF), C1CCOC1 (THF). Product: C(CCCCCCCCCC)OC1=CC=C(C=C1)B(O)O (4-Undecyloxyphenylboronic acid). As a reaction SMILES: Br[C:2]1[CH:7]=[CH:6][C:5]([O:8][CH2:9][CH2:10][CH2:11][CH2:12][CH2:13][CH2:14][CH2:15][CH2:16][CH2:17][CH2:18][CH3:19])=[CH:4][CH:3]=1.C([Li])CCC.[B:25](OC)([O:28]C)[O:26]C.C(OC1C=CC(B(O)O)=CC=1)CCCCCCC>C1COCC1>[CH2:9]([O:8][C:5]1[CH:6]=[CH:7][C:2]([B:25]([OH:28])[OH:26])=[CH:3][CH:4]=1)[CH2:10][CH2:11][CH2:12][CH2:13][CH2:14][CH2:15][CH2:16][CH2:17][CH2:18][CH3:19]. Procedure: Quantities: compound 29 (15.36 g, 0.047 mol) in anhydrous THF (200 ml), n-butyllithium (26 ml, 2.5M in hexane, 0.065 mol), trimethyl borate (9.79 g, 0.094 mol) in anhydrous THF (26 ml). The experimental procedure was as described for the preparation of compound 33. Starting materials: COc1ccc(C(=O)Nc2c(C)c(C)c3c(c2C)C(c2ccc(C)cc2)C(C)(C)O3)cc1, CCO. Yields the product COc1ccc(CNc2c(C)c(C)c3c(c2C)C(c2ccc(C)cc2)C(C)(C)O3)cc1. RXN SMILES: [CH3:1][O:2][c:3]1[cH:4][cH:5][c:6]([C:7](=[O:8])[NH:9][c:10]2[c:11]([CH3:30])[c:12]([CH3:29])[c:13]3[c:14]([c:27]2[CH3:28])[CH:15]([c:20]2[cH:21][cH:22][c:23]([CH3:26])[cH:24][cH:25]2)[C:16]([CH3:18])([CH3:19])[O:17]3)[cH:31][cH:32]1.[CH3:33][CH2:34][OH:35]>>[CH3:1][O:2][c:3]1[cH:4][cH:5][c:6]([CH2:7][NH:9][c:10]2[c:11]([CH3:30])[c:12]([CH3:29])[c:13]3[c:14]([c:27]2[CH3:28])[CH:15]([c:20]2[cH:21][cH:22][c:23]([CH3:26])[cH:24][cH:25]2)[C:16]([CH3:18])([CH3:19])[O:17]3)[cH:31][cH:32]1. Starting materials: CN(C)CCN, ClCCl, O=C(Cl)c1cccc([N+](=O)[O-])c1. The product is CN(C)CCNC(=O)c1cccc([N+](=O)[O-])c1. Reaction SMILES: [CH3:13][N:14]([CH2:15][CH2:16][NH2:17])[CH3:18].[Cl:19][CH2:20][Cl:21].[N+:1](=[O:2])([O-:3])[c:4]1[cH:5][c:6]([C:7](=[O:8])[Cl:9])[cH:10][cH:11][cH:12]1>>[N+:1](=[O:2])([O-:3])[c:4]1[cH:5][c:6]([C:7](=[O:8])[NH:17][CH2:16][CH2:15][N:14]([CH3:13])[CH3:18])[cH:10][cH:11][cH:12]1.